This data is from the Open Reaction Database (ORD), a public repository of structured organic reaction records. The task is: describe an organic reaction: reactants, conditions, products, and yield Starting materials: S(O)(O)(=O)=O (sulfuric acid), P(=O)([O-])([O-])[O-] (phosphate), P(O)(O)(O)=O (phosphoric acid). The product is S(=O)(=O)([O-])[O-] (sulfate), P(O)(O)(O)=O (phosphoric acid). Reaction SMILES: [S:1](=[O:5])(=[O:4])([OH:3])[OH:2].[P:6]([O-:10])([O-:9])([O-:8])=[O:7].P(=O)(O)(O)O>>[S:1]([O-:5])([O-:4])(=[O:3])=[O:2].[P:6](=[O:7])([OH:10])([OH:9])[OH:8]. Reported procedure: The sulfuric acid fed into the extraction battery reacts with the phosphate in the wet process phosphoric acid to form sulfate and phosphoric acid. The sulfuric acid is converted into sulfate which is easily extracted into the aqueous phase. On the other hand, the phosphate is converted into phosphoric acid which is easily extracted into the solvent phase. The fact for increasing the yield of phosphoric acid by the addition of sulfuric acid is given by such effect of sulfuric acid. The reactants are NC=1C=CC(=C(C(=O)O)C1)Cl (5-Amino-2-chloro-benzoic acid), S1C(=CC=C1)C(=O)Cl (thiophene-2-carbonyl chloride). Run in C1CCOC1 (THF). Reaction conditions: time 8 hour. Yields the product ClC1=C(C(=O)O)C=C(C=C1)NC(=O)C=1SC=CC1 (2-Chloro-5-[(Thiophene-2-carbonyl)-Amino]-Benzoic Acid), solid. Yield: 88.0%. RXN SMILES: [NH2:1][C:2]1[CH:3]=[CH:4][C:5]([Cl:11])=[C:6]([CH:10]=1)[C:7]([OH:9])=[O:8].[S:12]1[CH:16]=[CH:15][CH:14]=[C:13]1[C:17](Cl)=[O:18]>C1COCC1>[Cl:11][C:5]1[CH:4]=[CH:3][C:2]([NH:1][C:17]([C:13]2[S:12][CH:16]=[CH:15][CH:14]=2)=[O:18])=[CH:10][C:6]=1[C:7]([OH:9])=[O:8]. Procedure: 5-Amino-2-chloro-benzoic acid (0.349 g, 2.03 mmol) was diluted with THF (12 mL), treated with thiophene-2-carbonyl chloride (0.240 mL, 2.23 mmol) and stirred overnight. Solvents were then removed and resulting solids were triturated with DCM. After filtration, the title compound was obtained as a white solid (0.5 g, 88%). Reactants: CC1CCC(C(=O)N(c2cc(C#CC(C)(C)C)sc2C(=O)O)C2CCC(O)CC2)CC1, CCOC(C)=O, Clc1ccc(Cl)nn1, [H-], [Na+], CN(C)C=O. Product: CC1CCC(C(=O)N(c2cc(C#CC(C)(C)C)sc2C(=O)O)C2CCC(Oc3ccc(Cl)nn3)CC2)CC1. As a reaction SMILES: [CH3:1][C:2]([C:3]#[C:4][c:5]1[cH:6][c:7]([N:13]([C:14](=[O:15])[CH:16]2[CH2:17][CH2:18][CH:19]([CH3:22])[CH2:20][CH2:21]2)[CH:23]2[CH2:24][CH2:25][CH:26]([OH:29])[CH2:27][CH2:28]2)[c:8]([C:10](=[O:11])[OH:12])[s:9]1)([CH3:30])[CH3:31].[CH3:42][CH2:43][O:44][C:45](=[O:46])[CH3:47].[Cl:32][c:33]1[n:34][n:35][c:36]([Cl:39])[cH:37][cH:38]1.[H-:40].[Na+:41].[O:48]=[CH:49][N:50]([CH3:51])[CH3:52]>>[CH3:1][C:2]([C:3]#[C:4][c:5]1[cH:6][c:7]([N:13]([C:14](=[O:15])[CH:16]2[CH2:17][CH2:18][CH:19]([CH3:22])[CH2:20][CH2:21]2)[CH:23]2[CH2:24][CH2:25][CH:26]([O:29][c:36]3[n:35][n:34][c:33]([Cl:32])[cH:38][cH:37]3)[CH2:27][CH2:28]2)[c:8]([C:10](=[O:11])[OH:12])[s:9]1)([CH3:30])[CH3:31]. The reactants are CC=1C=C(N)C=CC1C (3,4-Dimethylaniline), ClCCC(=O)Cl (β-chloropropionyl chloride). Run in C1=CC=CC=C1 (benzene). The product is CC=1C=C(C=CC1C)NC(CCCl)=O (N-(3,4-dimethylphenyl)-β-chloropropionamide). Reaction SMILES: [CH3:1][C:2]1[CH:3]=[C:4]([CH:6]=[CH:7][C:8]=1[CH3:9])[NH2:5].[Cl:10][CH2:11][CH2:12][C:13](Cl)=[O:14]>C1C=CC=CC=1>[CH3:1][C:2]1[CH:3]=[C:4]([NH:5][C:13](=[O:14])[CH2:12][CH2:11][Cl:10])[CH:6]=[CH:7][C:8]=1[CH3:9]. Reported procedure: 3,4-Dimethylaniline (25.5 grams), β-chloropropionyl chloride (20 grams) and benzene (100 ml) are charged into a glass reaction flask equipped with a mechanical stirrer, thermometer and reflux condenser. The reaction mixture is stirred at reflux for a period of about 3 hours. After this time the reaction mixture is cooled to room temperature and is washed with aqueous sodium bicarbonate, dilute hydrochloric acid and water. The washed mixture is then dried over anhydrous magnesium sulfate, is filt... Starting materials: C(C1=CC=CC=C1)(=O)Cl (benzoyl chloride), C1(CC1)CCNC(=O)C=1N=NC(=CC1)N1CCNCC1 (6-piperazin-1-yl-pyridazine-3-carboxylic acid (2-cyclopropylethyl)amide). Yields the product C1(CC1)CCNC(=O)C=1N=NC(=CC1)N1CCN(CC1)C(C1=CC=CC=C1)=O (6-(4-BENZOYLPIPERAZIN-1-YL)PYRIDAZINE-3-CARBOXYLIC ACID (2-CYCLOPROPYLETHYL)AMIDE), solid. Yield: 92.0%. As a reaction SMILES: [C:1](Cl)(=[O:8])[C:2]1[CH:7]=[CH:6][CH:5]=[CH:4][CH:3]=1.[CH:10]1([CH2:13][CH2:14][NH:15][C:16]([C:18]2[N:19]=[N:20][C:21]([N:24]3[CH2:29][CH2:28][NH:27][CH2:26][CH2:25]3)=[CH:22][CH:23]=2)=[O:17])[CH2:12][CH2:11]1>>[CH:10]1([CH2:13][CH2:14][NH:15][C:16]([C:18]2[N:19]=[N:20][C:21]([N:24]3[CH2:29][CH2:28][N:27]([C:1](=[O:8])[C:2]4[CH:7]=[CH:6][CH:5]=[CH:4][CH:3]=4)[CH2:26][CH2:25]3)=[CH:22][CH:23]=2)=[O:17])[CH2:12][CH2:11]1. Reported procedure: Following the procedure of Example 3, making variations only as required to use benzoyl chloride in place of isoxazole-5-carbonyl chloride to react with 6-piperazin-1-yl-pyridazine-3-carboxylic acid (2-cyclopropylethyl)amide, the title compound was obtained as a white solid (92% yield). 1H NMR (300 MHz, CDCl3) δ 8.04, 7.97, 7.44, 6.98, 3.99-3.62, 3.55, 1.50, 0.80-0.66, 0.48-0.42, 0.11-0.06. MS (ES+) m/z 380.2 (M+1). The reactants are Cl (HCl), C(=O)(OC(C)(C)C)N1CC(CCC1)CC1=NC=2NCCCC2C=C1 (N-Boc-3-(5,6,7,8-Tetrahydro-[1,8]naphthyridin-2-ylmethyl)-piperidine). The solvent is CCOC(=O)C (EtOAc). Conditions: time 15 minute. Yields the product N1=C(C=CC=2CCCNC12)CC1CNCCC1 (3-(5,6,7,8-Tetrahydro-[1,8]naphthyridin-2-ylmethyl)piperidine). RXN SMILES: Cl.C([N:9]1[CH2:14][CH2:13][CH2:12][CH:11]([CH2:15][C:16]2[CH:25]=[CH:24][C:23]3[CH2:22][CH2:21][CH2:20][NH:19][C:18]=3[N:17]=2)[CH2:10]1)(OC(C)(C)C)=O>CCOC(C)=O>[N:17]1[C:18]2[NH:19][CH2:20][CH2:21][CH2:22][C:23]=2[CH:24]=[CH:25][C:16]=1[CH2:15][CH:11]1[CH2:12][CH2:13][CH2:14][NH:9][CH2:10]1. Reported procedure: HCl gas was bubbled through a solution of 2-5 (0.8 g, 2.5 mmol) and EtOAc (15 mL) at 0° C. for 15 min. After an additional 15 min argon was passed through the solution for 15 min followed by concentration. The residue was azeotroped twice with ether to give 2-6 as a yellow solid. Starting materials: CC[Si](CC)(CC)B1OC(C)(C)C(C)(C)O1 (effective_coupling_partner), CN(C)c1cccc(OC(=O)C(C)(C)C)c1 (substrate). Reagents/catalysts: PCy3. Conditions: temperature 50 celsius, time 8.5 hour. Product: CC[Si](CC)(CC)c1cccc(N(C)C)c1.